Dataset: the Open Reaction Database (ORD), a public repository of structured organic reaction records. Task: describe an organic reaction: reactants, conditions, products, and yield The reactants are CCCCOC(C)(Cc1ccc(OCCC2CNC(=O)N2C)cc1)C(=O)OCC, CCCC[N+](CCCC)(CCCC)CCCC, COc1cccc(CBr)c1, CCOC(C)=O, [H-], [I-], [Na+]. The product is CCCCOC(C)(Cc1ccc(OCCC2CN(Cc3cccc(OC)c3)C(=O)N2C)cc1)C(=O)OCC. RXN SMILES: [CH2:11]([CH3:12])[O:13][C:14]([C:15]([CH2:16][c:17]1[cH:18][cH:19][c:20]([O:23][CH2:24][CH2:25][CH:26]2[N:27]([CH3:32])[C:28](=[O:31])[NH:29][CH2:30]2)[cH:21][cH:22]1)([CH3:33])[O:34][CH2:35][CH2:36][CH2:37][CH3:38])=[O:39].[CH2:43]([N+:44]([CH2:45][CH2:46][CH2:47][CH3:48])([CH2:49][CH2:50][CH2:51][CH3:52])[CH2:53][CH2:54][CH2:55][CH3:56])[CH2:57][CH2:58][CH3:59].[CH3:1][O:2][c:3]1[cH:4][c:5]([CH2:6][Br:7])[cH:8][cH:9][cH:10]1.[CH3:60][CH2:61][O:62][C:63](=[O:64])[CH3:65].[H-:40].[I-:42].[Na+:41]>>[CH3:1][O:2][c:3]1[cH:4][c:5]([CH2:6][N:29]2[C:28](=[O:31])[N:27]([CH3:32])[CH:26]([CH2:25][CH2:24][O:23][c:20]3[cH:19][cH:18][c:17]([CH2:16][C:15]([C:14]([O:13][CH2:11][CH3:12])=[O:39])([CH3:33])[O:34][CH2:35][CH2:36][CH2:37][CH3:38])[cH:22][cH:21]3)[CH2:30]2)[cH:8][cH:9][cH:10]1.